Dataset: the Open Reaction Database (ORD), a public repository of structured organic reaction records. Task: describe an organic reaction: reactants, conditions, products, and yield Reactants: C1CCOC1, [Li+], CCOC(=O)CN1CCC(N2CCN(C(=O)C(Cc3cc(C)c(O)c(C)c3)OC(=O)N3CCC(N4CCc5ccccc5NC4=O)CC3)CC2)CC1, [OH-], O. Yields the product Cc1cc(CC(OC(=O)N2CCC(N3CCc4ccccc4NC3=O)CC2)C(=O)N2CCN(C3CCN(CC(=O)O)CC3)CC2)cc(C)c1O. RXN SMILES: [CH2:56]1[O:57][CH2:58][CH2:59][CH2:60]1.[Li+:2].[O:3]=[C:4]1[NH:5][c:6]2[c:7]([cH:51][cH:52][cH:53][cH:54]2)[CH2:8][CH2:9][N:10]1[CH:11]1[CH2:12][CH2:13][N:14]([C:17](=[O:18])[O:19][CH:20]([C:21](=[O:22])[N:23]2[CH2:24][CH2:25][N:26]([CH:29]3[CH2:30][CH2:31][N:32]([CH2:35][C:36](=[O:37])[O:38][CH2:39][CH3:40])[CH2:33][CH2:34]3)[CH2:27][CH2:28]2)[CH2:41][c:42]2[cH:43][c:44]([CH3:50])[c:45]([OH:49])[c:46]([CH3:48])[cH:47]2)[CH2:15][CH2:16]1.[OH-:1].[OH2:55]>>[O:3]=[C:4]1[NH:5][c:6]2[c:7]([cH:51][cH:52][cH:53][cH:54]2)[CH2:8][CH2:9][N:10]1[CH:11]1[CH2:12][CH2:13][N:14]([C:17](=[O:18])[O:19][CH:20]([C:21](=[O:22])[N:23]2[CH2:24][CH2:25][N:26]([CH:29]3[CH2:30][CH2:31][N:32]([CH2:35][C:36](=[O:37])[OH:38])[CH2:33][CH2:34]3)[CH2:27][CH2:28]2)[CH2:41][c:42]2[cH:43][c:44]([CH3:50])[c:45]([OH:49])[c:46]([CH3:48])[cH:47]2)[CH2:15][CH2:16]1. Product: CC1Cc2ccc(-c3cnn(C)c3)cc2CN1C(=O)OC(C)(C)C. The reactants are CC1Cc2ccc(Br)cc2CN1C(=O)OC(C)(C)C, O=C([O-])[O-], C1COCCO1, Cn1cc(B2OC(C)(C)C(C)(C)O2)cn1, ClCCl, [K+], [K+], O. Reaction SMILES: [Br:1][c:2]1[cH:3][cH:4][c:5]2[c:10]([cH:11]1)[CH2:9][N:8]([C:12](=[O:13])[O:14][C:15]([CH3:16])([CH3:17])[CH3:18])[CH:7]([CH3:19])[CH2:6]2.[C:35](=[O:36])([O-:37])[O-:38].[CH2:44]1[O:45][CH2:46][CH2:47][O:48][CH2:49]1.[CH3:20][n:21]1[n:22][cH:23][c:24]([B:26]2[O:27][C:28]([CH3:29])([CH3:30])[C:31]([CH3:32])([CH3:33])[O:34]2)[cH:25]1.[Cl:41][CH2:42][Cl:43].[K+:39].[K+:40].[OH2:50]>>[c:2]1(-[c:24]2[cH:23][n:22][n:21]([CH3:20])[cH:25]2)[cH:3][cH:4][c:5]2[c:10]([cH:11]1)[CH2:9][N:8]([C:12](=[O:13])[O:14][C:15]([CH3:16])([CH3:17])[CH3:18])[CH:7]([CH3:19])[CH2:6]2. The reactants are ClC1=C(C(=O)NC2=NC=C(C=N2)[N+](=O)[O-])C=CC=C1 (2-(N-2-chlorobenzoyl)amino-5-nitropyrimidine). Reagents/catalysts: [Pt]=O (Platinum oxide). Solvent: C(C)O (ethanol), C(C)(=O)OCC (ethyl acetate). Conditions: time 3 hour. Product: ClC1=C(C(=O)NC2=NC=C(C=N2)N)C=CC=C1 (2-(N-2-chlorobenzoyl)amino-5-aminopyrimidine). Isolated yield 48.7%. As a reaction SMILES: [Cl:1][C:2]1[CH:19]=[CH:18][CH:17]=[CH:16][C:3]=1[C:4]([NH:6][C:7]1[N:12]=[CH:11][C:10]([N+:13]([O-])=O)=[CH:9][N:8]=1)=[O:5]>C(O)C.C(OCC)(=O)C.[Pt]=O>[Cl:1][C:2]1[CH:19]=[CH:18][CH:17]=[CH:16][C:3]=1[C:4]([NH:6][C:7]1[N:8]=[CH:9][C:10]([NH2:13])=[CH:11][N:12]=1)=[O:5]. Procedure details: Platinum oxide (60 mg, 0.22 mmol) was added to a solution 2-(N-2-chlorobenzoyl)amino-5-nitropyrimidine (278 mg, 1.0 mmol) in ethanol (1 ml) and ethyl acetate (10 ml) at ambient temperature and the reaction stirred for 3 hours under an atmosphere of hydrogen. The reaction was filtered through a pad of celite and the solvents were evaporated in vacuo. Purification by flash chromatography on silica gel, eluting with 5% methanol in ethyl acetate yielded 2-(N-2-chlorobenzoyl)amino-5-aminopyrimidine (... Reactants: [Cl-].O=C(C[P+](C1=CC=CC=C1)(C1=CC=CC=C1)C1=CC=CC=C1)CCC1=CC=C(C=C1)F ((2-oxo-4-p-fluorophenylbutyl)-triphenylphosphonium chloride), O (water). The solvent is [OH-].[Na+] (sodium hydroxide). The product is O=C(CP(C1=CC=CC=C1)(C1=CC=CC=C1)C1=CC=CC=C1)CCC1=CC=C(C=C1)F (2-Oxo-4-p-fluorophenylbutyltriphenylphosphorane). As a reaction SMILES: [Cl-].[O:2]=[C:3]([CH2:24][CH2:25][C:26]1[CH:31]=[CH:30][C:29]([F:32])=[CH:28][CH:27]=1)[CH2:4][P+:5]([C:18]1[CH:23]=[CH:22][CH:21]=[CH:20][CH:19]=1)([C:12]1[CH:17]=[CH:16][CH:15]=[CH:14][CH:13]=1)[C:6]1[CH:11]=[CH:10][CH:9]=[CH:8][CH:7]=1.O>[OH-].[Na+]>[O:2]=[C:3]([CH2:24][CH2:25][C:26]1[CH:31]=[CH:30][C:29]([F:32])=[CH:28][CH:27]=1)[CH2:4][PH:5]([C:18]1[CH:19]=[CH:20][CH:21]=[CH:22][CH:23]=1)([C:6]1[CH:11]=[CH:10][CH:9]=[CH:8][CH:7]=1)[C:12]1[CH:13]=[CH:14][CH:15]=[CH:16][CH:17]=1 |f:0.1,3.4|. Procedure: To a solution of 29.25 g. of (2-oxo-4-p-fluorophenylbutyl)-triphenylphosphonium chloride of part 3, in 250 ml. of warm water is added 80 ml. of IN sodium hydroxide solution. An oil separates which solidifies. The solid is collected by filtration and dissolved in methylene chloride. The solution is dried and then concentrated on a steam bath. Skellysolve B is added to the boiling solution. Cooling gives cream prisms of the title compound (25.85 g.); m.p. 123°-125°. The infrared spectrum shows abs...